From a dataset of the Open Reaction Database (ORD), a public repository of structured organic reaction records. describe an organic reaction: reactants, conditions, products, and yield Starting materials: CCOC(=O)CN1CC(=O)N(C)c2ccccc2C1=O, ClCCl, [K+], O=[N+]([O-])[O-], O, O=S(=O)(O)O. Product: CCOC(=O)CN1CC(=O)N(C)c2ccc([N+](=O)[O-])cc2C1=O. As a reaction SMILES: [CH2:11]([CH3:12])[O:13][C:14]([CH2:15][N:16]1[CH2:17][C:18](=[O:29])[N:19]([CH3:28])[c:20]2[c:21]([cH:24][cH:25][cH:26][cH:27]2)[C:22]1=[O:23])=[O:30].[Cl:32][CH2:33][Cl:34].[K+:10].[N+:6](=[O:7])([O-:8])[O-:9].[OH2:31].[S:1](=[O:2])(=[O:3])([OH:4])[OH:5]>>[N+:6](=[O:7])([O-:9])[c:25]1[cH:24][c:21]2[c:20]([cH:27][cH:26]1)[N:19]([CH3:28])[C:18](=[O:29])[CH2:17][N:16]([CH2:15][C:14]([O:13][CH2:11][CH3:12])=[O:30])[C:22]2=[O:23]. Reactants: CC(C)(C)OC(=O)Nc1cccc(Br)c1, CI, CCOC(C)=O, [H-], [Na+], CN(C)C=O. Product: CN(C(=O)OC(C)(C)C)c1cccc(Br)c1. Reaction SMILES: [Br:1][c:2]1[cH:3][c:4]([NH:5][C:6](=[O:7])[O:8][C:9]([CH3:10])([CH3:11])[CH3:12])[cH:13][cH:14][cH:15]1.[CH3:18][I:19].[CH3:25][CH2:26][O:27][C:28]([CH3:29])=[O:30].[H-:16].[Na+:17].[O:20]=[CH:21][N:22]([CH3:23])[CH3:24]>>[Br:1][c:2]1[cH:3][c:4]([N:5]([C:6](=[O:7])[O:8][C:9]([CH3:10])([CH3:11])[CH3:12])[CH3:18])[cH:13][cH:14][cH:15]1. Starting materials: C1CCNCC1, CCO, O=C1Cc2c(cccc2-c2ccccc2F)N1, Cc1[nH]c(C=O)c(C)c1C(=O)NCCN1CCCC1. Yields the product Cc1[nH]c(C=C2C(=O)Nc3cccc(-c4ccccc4F)c32)c(C)c1C(=O)NCCN1CCCC1. RXN SMILES: [CH2:37]1[CH2:38][CH2:39][NH:40][CH2:41][CH2:42]1.[CH3:43][CH2:44][OH:45].[F:1][c:2]1[c:3](-[c:8]2[c:9]3[c:13]([cH:14][cH:15][cH:16]2)[NH:12][C:11](=[O:17])[CH2:10]3)[cH:4][cH:5][cH:6][cH:7]1.[N:18]1([CH2:23][CH2:24][NH:25][C:26](=[O:27])[c:28]2[c:29]([CH3:36])[nH:30][c:31]([CH:34]=[O:35])[c:32]2[CH3:33])[CH2:19][CH2:20][CH2:21][CH2:22]1>>[F:1][c:2]1[c:3](-[c:8]2[c:9]3[c:13]([cH:14][cH:15][cH:16]2)[NH:12][C:11](=[O:17])[C:10]3=[CH:34][c:31]2[nH:30][c:29]([CH3:36])[c:28]([C:26]([NH:25][CH2:24][CH2:23][N:18]3[CH2:19][CH2:20][CH2:21][CH2:22]3)=[O:27])[c:32]2[CH3:33])[cH:4][cH:5][cH:6][cH:7]1. Reactants: O(C1=CC=CC=C1)C(=O)OCCSC1=CC=CC=2N1C=CN2 (5-[2-(phenoxycarbonyloxy)ethylthio]imidazo[1,2-a]pyridine), NCCCO (3-aminopropanol). Run in C(Cl)(Cl)Cl (chloroform). Reaction conditions: temperature 120 celsius, time 1.5 hour. Yields the product OCCCNC(=O)OCCSC1=CC=CC=2N1C=CN2 (5-[2-[3-(hydroxy)propylcarbamoyloxy]ethylthio]imdazo[1,2-a]pyridine). The yield is 55.6%. RXN SMILES: O([C:8]([O:10][CH2:11][CH2:12][S:13][C:14]1[N:19]2[CH:20]=[CH:21][N:22]=[C:18]2[CH:17]=[CH:16][CH:15]=1)=[O:9])C1C=CC=CC=1.[NH2:23][CH2:24][CH2:25][CH2:26][OH:27]>C(Cl)(Cl)Cl>[OH:27][CH2:26][CH2:25][CH2:24][NH:23][C:8]([O:10][CH2:11][CH2:12][S:13][C:14]1[N:19]2[CH:20]=[CH:21][N:22]=[C:18]2[CH:17]=[CH:16][CH:15]=1)=[O:9]. Procedure details: To 5-[2-(phenoxycarbonyloxy)ethylthio]imidazo[1,2-a]pyridine (1.10 g, 3.50 mmoles) was added 3-aminopropanol (0.27 ml, 3.52 mmoles) and the mixture was stirred at 120° C. for 1.5 hours. The reaction mixture was cooled by standing and chloroform was added thereto, which was washed with water and dried over anhydrous magnesium sulfate, and then the solvent was distilled off. Then, the residue was purified by column chromatography (eluent: methanol/chloroform=1:20) to obtain 575 mg of the desired p... The reactants are Cl (hydrochloric acid), COC(=O)C=1C=C2C(CC(NC2=CC1)C1=C(C=CC=C1)CC)(C)C (2-(2-ethyl-phenyl)-4,4-dimethyl-1,2,3,4-tetrahydro-quinoline-6-carboxylic acid methyl ester), [OH-].[Na+] (sodium hydroxide). The solvent is CO (methanol), O1CCCC1 (tetrahydrofuran), O (water). Conditions: temperature 60 celsius, time 12 hour. The product is C(C)C1=C(C=CC=C1)C1NC2=CC=C(C=C2C(C1)(C)C)C(=O)O (2-(2-ethyl-phenyl)-4,4-dimethyl-1,2,3,4-tetrahydro-quinoline-6-carboxylic acid). The yield is 90.8%. Reaction SMILES: C[O:2][C:3]([C:5]1[CH:6]=[C:7]2[C:12](=[CH:13][CH:14]=1)[NH:11][CH:10]([C:15]1[CH:20]=[CH:19][CH:18]=[CH:17][C:16]=1[CH2:21][CH3:22])[CH2:9][C:8]2([CH3:24])[CH3:23])=[O:4].[OH-].[Na+].Cl>CO.O1CCCC1.O>[CH2:21]([C:16]1[CH:17]=[CH:18][CH:19]=[CH:20][C:15]=1[CH:10]1[CH2:9][C:8]([CH3:24])([CH3:23])[C:7]2[C:12](=[CH:13][CH:14]=[C:5]([C:3]([OH:4])=[O:2])[CH:6]=2)[NH:11]1)[CH3:22] |f:1.2|. Procedure: To a stirred mixture solution of 2-(2-ethyl-phenyl)-4,4-dimethyl-1,2,3,4-tetrahydro-quinoline-6-carboxylic acid methyl ester (0.6 g, 1.78 mmol) in methanol (10 mL) and tetrahydrofuran (20 mL) was added 30% sodium hydroxide in water (10 mL). The reaction mixture was stirred at 60° C. for 12 h. The mixture was neutralized with a 3 N aqueous hydrochloric acid solution and extracted with ethyl acetate (2×100 mL), washed with water, dried over anhydrous sodium sulfate and then concentrated in vacuo t... Starting materials: [N+](=O)(O)[O-] (nitric acid), ClC1=C(C=CC2=C1C=C(O2)C(=O)OC)OC (Methyl 4-chloro-5-methoxybenzofuran-2-carboxylate), ice water. Solvent: S(O)(O)(=O)=O (sulphuric acid). The product is ClC1=C(C(=CC2=C1C=C(O2)C(=O)OC)[N+](=O)[O-])OC (methyl 4-chloro-5-methoxy-6-nitrobenzofuran-2-carboxylate). Isolated yield 91.0%. As a reaction SMILES: [Cl:1][C:2]1[C:7]2[CH:8]=[C:9]([C:11]([O:13][CH3:14])=[O:12])[O:10][C:6]=2[CH:5]=[CH:4][C:3]=1[O:15][CH3:16].[N+:17]([O-])([OH:19])=[O:18]>S(=O)(=O)(O)O>[Cl:1][C:2]1[C:7]2[CH:8]=[C:9]([C:11]([O:13][CH3:14])=[O:12])[O:10][C:6]=2[CH:5]=[C:4]([N+:17]([O-:19])=[O:18])[C:3]=1[O:15][CH3:16]. Reported procedure: Methyl 4-chloro-5-methoxybenzofuran-2-carboxylate was dissolved in conc. sulphuric acid (58 mL) with stirring in an ice bath then conc. nitric acid was added dropwise, maintaining the temperature below 5° C. The reaction was then stirred at room temperature for 2.5 h. The reaction was added to ice water (500 mL) over 2 h. The resulting solid was filtered and washed with water until neutral. The solid was dried to afford methyl 4-chloro-5-methoxy-6-nitrobenzofuran-2-carboxylate (6.3 g, 91%), whic... Reactants: [BH4-].[Na+] (sodium borohydride), C(=O)C1=C(C(=NO1)C1=NC=CC=C1)COC1=NC=C(C#N)C=C1 (6-(5-formyl-3-pyridin-2-yl-isoxazol-4-ylmethoxy)-nicotinonitrile), [BH4-].[Na+] (sodium borohydride). Solvent: CO (methanol). Reaction conditions: time 72 hour. The product is OCC1=C(C(=NO1)C1=NC=CC=C1)COC1=NC=C(C#N)C=C1 (6-(5-Hydroxymethyl-3-pyridin-2-yl-isoxazol-4-ylmethoxy)-nicotinonitrile). The yield is 94.7%. RXN SMILES: [CH:1]([C:3]1[O:7][N:6]=[C:5]([C:8]2[CH:13]=[CH:12][CH:11]=[CH:10][N:9]=2)[C:4]=1[CH2:14][O:15][C:16]1[CH:23]=[CH:22][C:19]([C:20]#[N:21])=[CH:18][N:17]=1)=[O:2].[BH4-].[Na+]>CO>[OH:2][CH2:1][C:3]1[O:7][N:6]=[C:5]([C:8]2[CH:13]=[CH:12][CH:11]=[CH:10][N:9]=2)[C:4]=1[CH2:14][O:15][C:16]1[CH:23]=[CH:22][C:19]([C:20]#[N:21])=[CH:18][N:17]=1 |f:1.2|. Reported procedure: A suspension of 6-(5-formyl-3-pyridin-2-yl-isoxazol-4-ylmethoxy)-nicotinonitrile (0.77 g, 2.5 mmol) in methanol (20 mL) was cooled in an ice bath and treated with sodium borohydride (0.29 g, 7.7 mmol). The reaction mixture was allowed to reach room temperature and was stirred for 72 h. Additional sodium borohydride (0.29 g, 7.7 mmol) was added and stirring at room temperature was continued for 3 h. After quenching with methanol all volatile components were evaporated. The residue was partitioned...